This data is from the Open Reaction Database (ORD), a public repository of structured organic reaction records. The task is: describe an organic reaction: reactants, conditions, products, and yield The reactants are [OH-].[Na+] (NaOH), C(C)OC(CN(CCC=1SC=CC1)C(=O)OCC)=O ([Ethoxycarbonyl-(2-thiophen-2-yl-ethyl)-amino]acetic acid ethyl ester), Cl (HCl). The solvent is CCOC(=O)C (EtOAc), CCO (EtOH). Run at time 8 hour. Yields the product C(C)OC(=O)N(CCC=1SC=CC1)CC(=O)O ([Ethoxycarbonyl-(2-thiophen-2-yl-ethyl)-amino]-acetic acid). RXN SMILES: C([O:3][C:4](=[O:19])[CH2:5][N:6]([C:14]([O:16][CH2:17][CH3:18])=[O:15])[CH2:7][CH2:8][C:9]1[S:10][CH:11]=[CH:12][CH:13]=1)C.[OH-].[Na+].Cl>CCO.CCOC(C)=O>[CH2:17]([O:16][C:14]([N:6]([CH2:5][C:4]([OH:19])=[O:3])[CH2:7][CH2:8][C:9]1[S:10][CH:11]=[CH:12][CH:13]=1)=[O:15])[CH3:18] |f:1.2|. Procedure: The crude material from step (a) (165 mmol, ˜47 g) was dissolved in EtOH (700 mL) and treated with 600 mL of 1M NaOH. After stirring overnight, the reaction was acidified with concentrated HCl to pH˜1. The crude reaction was diluted with EtOAc (400 mL) and washed with water. The water was back-extracted with EtOAc. The combined organic extracts were washed with water (2×) and dried over MgSO4. Concentration and evaporation from toluene (2×) gave the sub-title product as a solid. Starting materials: C(=O)(Cl)Cl (phosgene), NC=1SC2=C(N1)C=CC(=C2)Cl (2-Amino-6-chlorobenzothiazole). Solvent: C(C)(=O)OCC (ethyl acetate). Yields the product ClC1=CC2=C(N=C(S2)N=C=O)C=C1 (6-chlorobenzothiazol-2-yl isocyanate). Reaction SMILES: [C:1](Cl)(Cl)=[O:2].[NH2:5][C:6]1[S:7][C:8]2[CH:14]=[C:13]([Cl:15])[CH:12]=[CH:11][C:9]=2[N:10]=1>C(OCC)(=O)C>[Cl:15][C:13]1[CH:12]=[CH:11][C:9]2[N:10]=[C:6]([N:5]=[C:1]=[O:2])[S:7][C:8]=2[CH:14]=1. Reported procedure: A saturated solution of phosgene in ethyl acetate (200 ml) is charged into a glass reaction vessel equipped with a mechanical stirrer, thermometer and reflux condenser. 2-Amino-6-chlorobenzothiazole (0.1 mole) is added with stirring. After the addition is completed, the reaction mixture is heated at reflux for a period of about one hour. After this time the mixture is cooled, and the solid product formed is recovered by filtration. The solid is then dried to yield the desired product 6-chloroben... Starting materials: CO, Cl, O=C(O)C1CC(O)CN1. Yields the product COC(=O)C1CC(O)CN1. As a reaction SMILES: [CH3:11][OH:12].[ClH:10].[OH:1][CH:2]1[CH2:3][CH:4]([C:7](=[O:8])[OH:9])[NH:5][CH2:6]1>>[OH:1][CH:2]1[CH2:3][CH:4]([C:7]([O:8][CH3:11])=[O:9])[NH:5][CH2:6]1. Reactants: FC=1C=C(CC=2C(=C(C(=C(C(=O)OC)C2)C=C)C)C)C=CC1C(NC)=O (methyl 5-(3-fluoro-4-(methylcarbamoyl)benzyl)-3,4-dimethyl-2-vinylbenzoate), CC(=O)C (acetone), C(C)#N (acetonitrile), I(=O)(=O)(=O)[O-].[Na+] (sodium periodate). The reagents and catalysts are [Os]=O (osmium oxide), [Os]=O (osmium oxide). Solvent: O (water). Run at time 8 hour. Product: FC=1C=C(CC=2C(=C(C(=C(C(=O)OC)C2)C=O)C)C)C=CC1C(NC)=O (methyl 5-(3-fluoro-4-(methylcarbamoyl)benzyl)-2-formyl-3,4-dimethylbenzoate). As a reaction SMILES: [F:1][C:2]1[CH:3]=[C:4]([CH:20]=[CH:21][C:22]=1[C:23](=[O:26])[NH:24][CH3:25])[CH2:5][C:6]1[C:7]([CH3:19])=[C:8]([CH3:18])[C:9]([CH:16]=C)=[C:10]([CH:15]=1)[C:11]([O:13][CH3:14])=[O:12].CC(C)=[O:29].C(#N)C.I([O-])(=O)(=O)=O.[Na+]>[Os]=O.O>[F:1][C:2]1[CH:3]=[C:4]([CH:20]=[CH:21][C:22]=1[C:23](=[O:26])[NH:24][CH3:25])[CH2:5][C:6]1[C:7]([CH3:19])=[C:8]([CH3:18])[C:9]([CH:16]=[O:29])=[C:10]([CH:15]=1)[C:11]([O:13][CH3:14])=[O:12] |f:3.4|. Procedure: To a solution of methyl 5-(3-fluoro-4-(methylcarbamoyl)benzyl)-3,4-dimethyl-2-vinylbenzoate (0.19 g) in a mixed solvent of acetone (2.20 mL)-acetonitrile (2.20 mL)-water (2.20 mL) were added osmium oxide (fixed catalyst I) (0.07 g) and sodium periodate (0.56 g), and the mixture was stirred overnight at room temperature. The reaction mixture was filtered, and the filtrate was extracted with ethyl acetate. The organic layer was washed with water and saturated brine, and dried over anhydrous magnes... Product: Nc1cc(Oc2ccc(NC(=O)NC(=O)Cc3ccc(F)cc3)cc2F)ncn1. Starting materials: C1CCOC1, COc1ccc(CNc2cc(Oc3ccc(NC(=O)NC(=O)Cc4ccc(F)cc4)cc3F)ncn2)cc1, O=C=NC(=O)Cc1ccc(F)cc1, Nc1ccc(Oc2cc(N)ncn2)c(F)c1. Reaction SMILES: [CH2:68]1[O:69][CH2:70][CH2:71][CH2:72]1.[CH3:30][O:31][c:32]1[cH:33][cH:34][c:35]([CH2:36][NH:37][c:38]2[cH:39][c:40]([O:44][c:45]3[c:46]([F:65])[cH:47][c:48]([NH:51][C:52](=[O:53])[NH:54][C:55]([CH2:56][c:57]4[cH:58][cH:59][c:60]([F:63])[cH:61][cH:62]4)=[O:64])[cH:49][cH:50]3)[n:41][cH:42][n:43]2)[cH:66][cH:67]1.[F:17][c:18]1[cH:19][cH:20][c:21]([CH2:22][C:23]([N:24]=[C:25]=[O:26])=[O:27])[cH:28][cH:29]1.[NH2:1][c:2]1[cH:3][cH:4][c:5]([O:6][c:7]2[n:8][cH:9][n:10][c:11]([NH2:12])[cH:13]2)[c:14]([F:15])[cH:16]1>>[NH2:37][c:38]1[cH:39][c:40]([O:44][c:45]2[c:46]([F:65])[cH:47][c:48]([NH:51][C:52](=[O:53])[NH:54][C:55]([CH2:56][c:57]3[cH:58][cH:59][c:60]([F:63])[cH:61][cH:62]3)=[O:64])[cH:49][cH:50]2)[n:41][cH:42][n:43]1.